From a dataset of the Open Reaction Database (ORD), a public repository of structured organic reaction records. describe an organic reaction: reactants, conditions, products, and yield As a reaction SMILES: Br[C:2]1[CH:7]=[CH:6][CH:5]=[CH:4][C:3]=1[CH2:8][C:9]([OH:11])=[O:10].[Cl:12][C:13]1[CH:19]=[CH:18][C:17]([Cl:20])=[CH:16][C:14]=1[NH2:15]>>[Cl:12][C:13]1[CH:19]=[CH:18][C:17]([Cl:20])=[CH:16][C:14]=1[NH:15][C:2]1[CH:7]=[CH:6][CH:5]=[CH:4][C:3]=1[CH2:8][C:9]([OH:11])=[O:10]. Reactants: BrC1=C(C=CC=C1)CC(=O)O (2-bromophenylacetic acid), ClC1=C(N)C=C(C=C1)Cl (2,5-dichloroaniline). Procedure: In the manner described in example 3, 2-bromophenylacetic acid was condensed with 2,5-dichloroaniline to yield 2-[(2,5-dichlorophenyl)amino]phenylacetic acid. Product: ClC1=C(C=C(C=C1)Cl)NC1=C(C=CC=C1)CC(=O)O (2-[(2,5-dichlorophenyl)amino]phenylacetic acid).